From a dataset of the Open Reaction Database (ORD), a public repository of structured organic reaction records. describe an organic reaction: reactants, conditions, products, and yield The reactants are BrB(Br)Br, CCOC(=O)Cc1c(Cl)ccc2ccc(OC)cc12, CCCC[N+](CCCC)(CCCC)CCCC, ClCCl, [I-]. Yields the product CCOC(=O)Cc1c(Cl)ccc2ccc(O)cc12. RXN SMILES: [B:20]([Br:21])([Br:22])[Br:23].[CH2:1]([CH3:2])[O:3][C:4]([CH2:5][c:6]1[c:7]([Cl:18])[cH:8][cH:9][c:10]2[cH:11][cH:12][c:13]([O:16][CH3:17])[cH:14][c:15]12)=[O:19].[CH2:25]([N+:26]([CH2:27][CH2:28][CH2:29][CH3:30])([CH2:31][CH2:32][CH2:33][CH3:34])[CH2:35][CH2:36][CH2:37][CH3:38])[CH2:39][CH2:40][CH3:41].[Cl:42][CH2:43][Cl:44].[I-:24]>>[CH2:1]([CH3:2])[O:3][C:4]([CH2:5][c:6]1[c:7]([Cl:18])[cH:8][cH:9][c:10]2[cH:11][cH:12][c:13]([OH:16])[cH:14][c:15]12)=[O:19]. Starting materials: C(#N)C1=[N+](C=CC(=C1)C)[O-] (2-cyano-4-methylpyridine-1-oxide), P(=O)(Cl)(Cl)Cl (phosphoryl trichloride). The product is ClC1=CC(=CC(=N1)C#N)C (6-chloro-4-methylpicolinonitrile). As a reaction SMILES: [C:1]([C:3]1[CH:8]=[C:7]([CH3:9])[CH:6]=[CH:5][N+:4]=1[O-])#[N:2].P(Cl)(Cl)([Cl:13])=O>>[Cl:13][C:5]1[N:4]=[C:3]([C:1]#[N:2])[CH:8]=[C:7]([CH3:9])[CH:6]=1. Yield: 80.8%. Procedure: A mixture of 2-cyano-4-methylpyridine-1-oxide (4.03 g, 30 mmol) in phosphoryl trichloride (80 mL, 858 mmol) was heated to reflux overnight. The solvent was removed in vacuo. The residue was treated with ice and its pH made basic using saturated NaOH solution at 0° C. The aqueous layer was extracted with DCM (3×). The organic layers were combined, dried over MgSO4, filtered, and evaporated in vacuo to give the title compound (3.7 g, 81%). ESI-MS m/z [M+H]+ 153.6. Reactants: CC(C)[C@@]12[C@@H](O1)[C@H]3[C@@]4(O3)[C@]5(CCC6=C([C@@H]5C[C@H]7[C@]4([C@@H]2O)O7)COC6=O)C (PG490), C(C)N(CC)S(F)(F)F ((diethylamino)sulfur trifluoride), C(=O)(O)[O-].[Na+] (NaHCO3). Solvent: ClCCl (dichloromethane). Run at temperature 0 celsius, time 2 hour. Yields the product CC(C)[C@@]12[C@@H](O1)[C@H]3[C@@]4(O3)[C@]5(CCC6=C([C@@H]5C[C@H]7[C@]4([C@H]2F)O7)COC6=O)C (14-deoxy-14α-fluoro triptolide). RXN SMILES: [CH3:1][CH:2]([C@@:4]12[C@@H:19](O)[C@:18]34[O:21][C@H:17]3[CH2:16][C@@H:15]3[C@:10]([CH3:26])([CH2:11][CH2:12][C:13]5[C:24](=[O:25])[O:23][CH2:22][C:14]=53)[C@:8]34[O:9][C@H:7]3[C@@H:5]1[O:6]2)[CH3:3].C(N(S(F)(F)[F:33])CC)C.C([O-])(O)=O.[Na+]>ClCCl>[CH3:1][CH:2]([C@@:4]12[C@H:19]([F:33])[C@:18]34[O:21][C@H:17]3[CH2:16][C@@H:15]3[C@:10]([CH3:26])([CH2:11][CH2:12][C:13]5[C:24](=[O:25])[O:23][CH2:22][C:14]=53)[C@:8]34[O:9][C@H:7]3[C@@H:5]1[O:6]2)[CH3:3] |f:2.3|. Procedure: To a solution of PG490 (triptolide, 17.3 mg, 0.048 mmol) in dichloromethane (1.0 ml) at 0° C. was added (diethylamino)sulfur trifluoride (DAST, 100 μl, 0.763 mmol) under N2. The reaction mixture was stirred at 0° C. for 2 hrs, and saturated NaHCO3 solution (0.8 ml) was then added. The reaction mixture was extracted with 3×2 ml of dichloromethane. The combined organic layer was dried over anhydrous NaSO4 and concentrated under vacuum. The desired product (PG763) was obtained in quantitative yield... Starting materials: CS(=O)(=O)C1=CC=C(CCl)C=C1 (4-methanesulfonylbenzyl chloride), CS(=O)[O-].[Na+] (sodium methanesulfinate), O (water). Run in CN(C)C=O (DMF). Reaction conditions: time 18 hour. The product is CS(=O)(=O)C1=CC=C(C=C1)CS(=O)(=O)C (1-Methanesulfonyl-4-methanesulfonylmethyl-benzene). Reaction SMILES: [CH3:1][S:2]([C:5]1[CH:12]=[CH:11][C:8]([CH2:9]Cl)=[CH:7][CH:6]=1)(=[O:4])=[O:3].[CH3:13][S:14]([O-:16])=[O:15].[Na+].O>CN(C=O)C>[CH3:1][S:2]([C:5]1[CH:12]=[CH:11][C:8]([CH2:9][S:14]([CH3:13])(=[O:16])=[O:15])=[CH:7][CH:6]=1)(=[O:4])=[O:3] |f:1.2|. Procedure details: To a solution of 4-methanesulfonylbenzyl chloride (2 g, 10 mmol) in DMF (20 mL) at 21° C. was added sodium methanesulfinate (1.5 g, 15 mmol). After 18 h, the mixture is poured into cold water (100 mL), stirred for 30 min then filtered off to afford the title compound as a white solid. Reactants: C(#N)C1=NC=C(C(=N1)N(CC1CCC2(CC2)CC1)C)C(=O)O (2-cyano-4-(methylspiro[2.5]oct-6-ylmethylamino)pyrimidine-5-carboxylic acid), C1(=CC=CC=C1)C[C@H](CN1CCCC1)N ((R)-2-phenyl-1-pyrrolidin-1-ylmethylethylamine), CCN=C=NCCCN(C)C.Cl (EDCI HCl), C1=CC2=C(N=C1)N(N=N2)O (HOAt). Solvent: CN(C)C=O (DMF). Reaction conditions: time 24 hour. The product is C1(=CC=CC=C1)C[C@H](CN1CCCC1)NC(=O)C=1C(=NC(=NC1)C#N)N(CC1CCC2(CC2)CC1)C ((R)-2-Cyano-4-(methylspiro[2.5]oct-6-ylmethylamino)pyrimidine-5-carboxylic acid (2-phenyl-1-pyrrolidin-1-ylmethylethyl)amide). Reaction SMILES: [C:1]([C:3]1[N:8]=[C:7]([N:9]([CH3:19])[CH2:10][CH:11]2[CH2:18][CH2:17][C:14]3([CH2:16][CH2:15]3)[CH2:13][CH2:12]2)[C:6]([C:20](O)=[O:21])=[CH:5][N:4]=1)#[N:2].[C:23]1([CH2:29][C@@H:30]([NH2:37])[CH2:31][N:32]2[CH2:36][CH2:35][CH2:34][CH2:33]2)[CH:28]=[CH:27][CH:26]=[CH:25][CH:24]=1.CCN=C=NCCCN(C)C.Cl.C1C=NC2N(O)N=NC=2C=1>CN(C=O)C>[C:23]1([CH2:29][C@@H:30]([NH:37][C:20]([C:6]2[C:7]([N:9]([CH3:19])[CH2:10][CH:11]3[CH2:18][CH2:17][C:14]4([CH2:15][CH2:16]4)[CH2:13][CH2:12]3)=[N:8][C:3]([C:1]#[N:2])=[N:4][CH:5]=2)=[O:21])[CH2:31][N:32]2[CH2:36][CH2:35][CH2:34][CH2:33]2)[CH:24]=[CH:25][CH:26]=[CH:27][CH:28]=1 |f:2.3|. Procedure: To a solution of the crude 2-cyano-4-(methylspiro[2.5]oct-6-ylmethylamino)pyrimidine-5-carboxylic acid (82 mg, step 73.4) in DMF (1.5 mL) are added (R)-2-phenyl-1-pyrrolidin-1-ylmethylethylamine (0.3 mmol), EDCI-HCl (0.4 mmol), and HOAt (0.4 mmol) at room temperature. The reaction mixture is stirred for 24 h and the reaction is quenched by the addition of water. The mixture is extracted with AcOEt and the organic extracts are dried over Na2SO4, filtered, concentrated in vacuo. The resulting resi... Reactants: NC=1C=C2C(=CC(=NC2=CC1)C1=CC=CC=C1)C(=O)O (6-amino-2-phenylquinoline-4-carboxylic acid), C1CCOC1 (THF), C(CC)(=O)Cl (propionyl chloride). Run in N1=CC=CC=C1 (pyridine). The product is C1(=CC=CC=C1)C1=NC2=CC=C(C=C2C(=C1)C(=O)O)NC(CC)=O (2-phenyl-6-propionylamino-4-quinolinecarboxylic acid). Reaction SMILES: [NH2:1][C:2]1[CH:3]=[C:4]2[C:9](=[CH:10][CH:11]=1)[N:8]=[C:7]([C:12]1[CH:17]=[CH:16][CH:15]=[CH:14][CH:13]=1)[CH:6]=[C:5]2[C:18]([OH:20])=[O:19].[CH2:21]1C[O:24][CH2:23][CH2:22]1.C(Cl)(=O)CC>N1C=CC=CC=1>[C:12]1([C:7]2[CH:6]=[C:5]([C:18]([OH:20])=[O:19])[C:4]3[C:9](=[CH:10][CH:11]=[C:2]([NH:1][C:23](=[O:24])[CH2:22][CH3:21])[CH:3]=3)[N:8]=2)[CH:17]=[CH:16][CH:15]=[CH:14][CH:13]=1. Procedure details: 6-amino-2-phenylquinoline-4-carboxylic acid (378 mg, 1.4 mmol) was suspended in pyridine (0.2 mL) and anhydrous THF (25 mL), and propionyl chloride (370 mg, 4 mmol) was added dropwise to the suspension with vigorous stirring. After reflux for 1.5 hours, the reaction solution was concentrated to approximately 10 mL. To the residue, ethyl acetate was added, and the deposited precipitate was collected by filtration and washed with water and ethyl ether. The crystal was recrystallized from glacial a... The reactants are OC=1C=C(C(=O)O)C=C(C1)O (3,5-dihydroxybenzoic acid), C(=O)([O-])[O-].[K+].[K+] (K2CO3), Cl.ClCCN1CCOCC1 (N-(2-chloroethyl)morpholine hydrochloride). The solvent is CC#N (CH3CN). Product: N1(CCOCC1)CCOC=1C=C(C(=O)OCCN2CCOCC2)C=C(C1)OCCN1CCOCC1 (4-morpholinylethyl 3,5-di-[2-(4-morpholinyl)ethoxy]benzoate). Isolated yield 50.3%. RXN SMILES: [C:1]([O-:4])([O-])=O.[K+].[K+].[OH:7][C:8]1[CH:9]=[C:10]([CH:14]=[C:15]([OH:17])[CH:16]=1)[C:11]([OH:13])=[O:12].Cl.Cl[CH2:20][CH2:21][N:22]1[CH2:27][CH2:26][O:25][CH2:24][CH2:23]1>CC#N>[N:22]1([CH2:21][CH2:20][O:7][C:8]2[CH:9]=[C:10]([CH:14]=[C:15]([O:17][CH2:20][CH2:21][N:22]3[CH2:27][CH2:1][O:4][CH2:24][CH2:23]3)[CH:16]=2)[C:11]([O:13][CH2:20][CH2:21][N:22]2[CH2:27][CH2:26][O:25][CH2:24][CH2:23]2)=[O:12])[CH2:27][CH2:26][O:25][CH2:24][CH2:23]1 |f:0.1.2,4.5|. Procedure details: To a suspension of K2CO3 (82.88 g, 0.6 mol) in CH3CN (300 ml) was added 3,5-dihydroxybenzoic acid (4.62 g, 0.03 mol), followed 10 minutes later by N-(2-chloroethyl)morpholine hydrochloride (18.42 g, 0.099 mol). The reaction mixture was refluxed overnight, cooled, filtered and the filtrate was concentrated in vacuo. The oily residue was purified by column chromatography on silica gel eluting with acetone, followed by Kugelrohr distillation at >195° C. and 0.2 mm Hg to afford 7.45 g of 4-morpholin... The reactants are C1CCNC1, CS(=O)(=O)OCCc1ccc(I)cc1, CN(C)C=O. Product: Ic1ccc(CCN2CCCC2)cc1. As a reaction SMILES: [CH2:1]1[CH2:2][CH2:3][NH:4][CH2:5]1.[CH3:6][S:7]([O:8][CH2:11][CH2:12][c:13]1[cH:14][cH:15][c:16]([I:19])[cH:17][cH:18]1)(=[O:9])=[O:10].[O:20]=[CH:21][N:22]([CH3:23])[CH3:24]>>[CH2:1]1[CH2:2][CH2:3][N:4]([CH2:11][CH2:12][c:13]2[cH:14][cH:15][c:16]([I:19])[cH:17][cH:18]2)[CH2:5]1. Starting materials: [OH-].[Li+] (lithium hydroxide), COC([C@@H](NC(=O)OCC1=CC=CC=C1)COCC=C)=O (N-(benzyloxycarbonyl)-O-2-propenyl-L-serine methyl ester), Cl (hydrochloric acid). Solvent: C(C)O (ethanol). Run at time 8 hour. Yields the product C(C1=CC=CC=C1)OC(=O)N[C@@H](COCC=C)C(=O)O (N-(benzyloxycarbonyl)-O-2-propenyl-L-serine). RXN SMILES: C[O:2][C:3](=[O:21])[C@H:4]([CH2:16][O:17][CH2:18][CH:19]=[CH2:20])[NH:5][C:6]([O:8][CH2:9][C:10]1[CH:15]=[CH:14][CH:13]=[CH:12][CH:11]=1)=[O:7].[OH-].[Li+].Cl>C(O)C>[CH2:9]([O:8][C:6]([NH:5][C@H:4]([C:3]([OH:21])=[O:2])[CH2:16][O:17][CH2:18][CH:19]=[CH2:20])=[O:7])[C:10]1[CH:11]=[CH:12][CH:13]=[CH:14][CH:15]=1 |f:1.2|. Reported procedure: Dissolve N-(benzyloxycarbonyl)-O-2-propenyl-L-serine methyl ester (21.7 mmol) in ethanol (150 mL. Add 1N lithium hydroxide (50 mL) and stir overnight at room temperature. Reflux for 1 hour, cool to -10°, carefully adjust to pH 4 with 1N hydrochloric acid and stir for 1 hour. Extract into ethyl acetate, dry (MgSO4) and evaporate the solvent in vacuo to give N-(benzyloxycarbonyl)-O-2-propenyl-L-serine.